This data is from the Open Reaction Database (ORD), a public repository of structured organic reaction records. The task is: describe an organic reaction: reactants, conditions, products, and yield Reactants: C=Cc1ccccn1, [Cl-], Cc1cc(N2CCCC2)nc(Cl)n1, [Na+], [Na+], O=C([O-])O, CC(=O)[O-], CC(=O)[O-], CN(C)C=O, [Pd+2], Cc1ccccc1P(c1ccccc1C)c1ccccc1C. Yields the product Cc1cc(N2CCCC2)nc(C=Cc2ccccn2)n1. RXN SMILES: [CH:41](=[CH2:42])[c:43]1[n:44][cH:45][cH:46][cH:47][cH:48]1.[Cl-:49].[Cl:1][c:2]1[n:3][c:4]([N:9]2[CH2:10][CH2:11][CH2:12][CH2:13]2)[cH:5][c:6]([CH3:8])[n:7]1.[Na+:40].[Na+:50].[O-:36][C:37]([OH:38])=[O:39].[O-:57][C:58]([CH3:59])=[O:60].[O-:61][C:62]([CH3:63])=[O:64].[O:51]=[CH:52][N:53]([CH3:54])[CH3:55].[Pd+2:56].[c:14]1([CH3:15])[cH:16][cH:17][cH:18][cH:19][c:20]1[P:21]([c:22]1[cH:23][cH:24][cH:25][cH:26][c:27]1[CH3:28])[c:29]1[cH:30][cH:31][cH:32][cH:33][c:34]1[CH3:35]>>[c:2]1([CH:42]=[CH:41][c:43]2[n:44][cH:45][cH:46][cH:47][cH:48]2)[n:3][c:4]([N:9]2[CH2:10][CH2:11][CH2:12][CH2:13]2)[cH:5][c:6]([CH3:8])[n:7]1. Reactants: O=[N+]([O-])c1cccc(Br)c1NCCO, N#Cc1cccc([N+](=O)[O-])c1Cl. The product is N#Cc1cccc([N+](=O)[O-])c1NCCO. As a reaction SMILES: [Br:13][c:14]1[cH:15][cH:16][cH:17][c:18]([N+:19]([O-:20])=[O:21])[c:22]1[NH:23][CH2:24][CH2:25][OH:26].[Cl:1][c:2]1[c:3]([C:4]#[N:5])[cH:6][cH:7][cH:8][c:9]1[N+:10](=[O:11])[O-:12]>>[c:2]1([NH:23][CH2:24][CH2:25][OH:26])[c:3]([C:4]#[N:5])[cH:6][cH:7][cH:8][c:9]1[N+:10](=[O:11])[O-:12].